The task is: describe an organic reaction: reactants, conditions, products, and yield. This data is from the Open Reaction Database (ORD), a public repository of structured organic reaction records. Starting materials: CCOC(=O)CBr, CCOC(C)=O, Nc1ccc([N+](=O)[O-])cc1. The product is CCOC(=O)CNc1ccc([N+](=O)[O-])cc1. As a reaction SMILES: [Br:11][CH2:12][C:13](=[O:14])[O:15][CH2:16][CH3:17].[CH3:18][CH2:19][O:20][C:21](=[O:22])[CH3:23].[NH2:1][c:2]1[cH:3][cH:4][c:5]([N+:8]([O-:9])=[O:10])[cH:6][cH:7]1>>[NH:1]([c:2]1[cH:3][cH:4][c:5]([N+:8]([O-:9])=[O:10])[cH:6][cH:7]1)[CH2:12][C:13](=[O:14])[O:15][CH2:16][CH3:17]. Reactants: COC=1C=C(C(=O)CN2CCC(CC2)N2C(OC3=C(C2)C=CC=C3)=O)C=CC1OC (1-(3,4-Dimethoxybenzoylmethyl)-4-(2-oxo-3,4-dihydro-2H-1,3-benzoxazin-3-yl)-piperidine), [BH4-].[Na+] (sodium borohydride), [BH4-].[Na+] (sodium borohydride). The solvent is CO (methanol). Reaction conditions: time 3 hour. Product: COC=1C=C(C=CC1OC)C(CN1CCC(CC1)N1C(OC2=C(C1)C=CC=C2)=O)O (1-[2-(3,4-Dimethoxyphenyl)-2-hydroxyethyl]-4-(2-oxo-3,4-dihydro-2H-1,3-benzoxazin-3-yl)-piperidine). Yield: 83.6%. Reaction SMILES: [CH3:1][O:2][C:3]1[CH:4]=[C:5]([CH:26]=[CH:27][C:28]=1[O:29][CH3:30])[C:6]([CH2:8][N:9]1[CH2:14][CH2:13][CH:12]([N:15]2[CH2:20][C:19]3[CH:21]=[CH:22][CH:23]=[CH:24][C:18]=3[O:17][C:16]2=[O:25])[CH2:11][CH2:10]1)=[O:7].[BH4-].[Na+]>CO>[CH3:1][O:2][C:3]1[CH:4]=[C:5]([CH:6]([OH:7])[CH2:8][N:9]2[CH2:10][CH2:11][CH:12]([N:15]3[CH2:20][C:19]4[CH:21]=[CH:22][CH:23]=[CH:24][C:18]=4[O:17][C:16]3=[O:25])[CH2:13][CH2:14]2)[CH:26]=[CH:27][C:28]=1[O:29][CH3:30] |f:1.2|. Procedure details: In this example, 3.0 g of 1-(3,4-dimethoxybenzoylmethyl)-4-(2-oxo-3,4-dihydro-2H-1,3-benzoxazin-3-yl)-piperidine obtained in Example 1 is mixed with 150 ml of methanol. While this mixture is stirred at 0°-10° C., 0.8 g of sodium borohydride is added thereto over a period of 3 hours. The reaction solution is stirred overnight at room temperature. Then, the solution is further mixed with 0.4 g of sodium borohydride and stirred at room temperature for 3 hours. The white crystals deposited are separ... Reactants: FC=1C=C(C=CC1S(=O)(=O)C)B1OC(C(O1)(C)C)(C)C (2-(3-fluoro-4-methanesulfonyl-phenyl)-4,4,5,5-tetramethyl-[1,3,2]dioxaborolane), O1CCCC1 (tetrahydrofuran), O (water), Cl (HCl). Solvent: C(C)OCC (diethyl ether). Reaction conditions: time 2 hour. The product is FC=1C=C(C=CC1S(=O)(=O)C)B(O)O (3-Fluoro-4-(methanesulfonyl)phenyl boronic acid). Isolated yield 42.2%. RXN SMILES: [F:1][C:2]1[CH:3]=[C:4]([B:12]2[O:16]C(C)(C)C(C)(C)[O:13]2)[CH:5]=[CH:6][C:7]=1[S:8]([CH3:11])(=[O:10])=[O:9].O1CCCC1.O.Cl>C(OCC)C>[F:1][C:2]1[CH:3]=[C:4]([B:12]([OH:16])[OH:13])[CH:5]=[CH:6][C:7]=1[S:8]([CH3:11])(=[O:10])=[O:9]. Reported procedure: Combine 2-(3-fluoro-4-methanesulfonyl-phenyl)-4,4,5,5-tetramethyl-[1,3,2]dioxaborolane (222 mg, 0.74 mmol), NalO4 (474 mg, 2.2 mmol), tetrahydrofuran (THF, 4 mL) and water (1 mL). Stir for 2 hours and add 2M HCl in diethyl ether (0.2 mL). Stir another 12 hours and filter away the solid. Wash the filtrate with brine (10 mL), dry with MgSO4 and evaporate the solvent. Wash the solid with hexane (2×10 mL) and ether (10 mL). Dry the solid under vacuum to obtain 68 mg of the title compound (42%).